This data is from the Open Reaction Database (ORD), a public repository of structured organic reaction records. The task is: describe an organic reaction: reactants, conditions, products, and yield Reactants: O=C(c1ccccc1)c1ccc(O)c2ncccc12, NN, [Na+], [OH-], O, OCCO. The product is Oc1ccc(Cc2ccccc2)c2cccnc12. As a reaction SMILES: [C:6]([c:7]1[cH:8][cH:9][cH:10][cH:11][cH:12]1)(=[O:13])[c:14]1[c:15]2[cH:16][cH:17][cH:18][n:19][c:20]2[c:21]([OH:24])[cH:22][cH:23]1.[NH2:4][NH2:5].[Na+:2].[OH-:1].[OH2:3].[OH:25][CH2:26][CH2:27][OH:28]>>[CH2:6]([c:7]1[cH:8][cH:9][cH:10][cH:11][cH:12]1)[c:14]1[c:15]2[cH:16][cH:17][cH:18][n:19][c:20]2[c:21]([OH:24])[cH:22][cH:23]1. The reactants are NC1=NC(=NS1)C(Cl)(Cl)Cl (5-amino-3-trichloromethyl-1,2,4-thiadiazole), C(C1=CC=C(C=C1)OC)(=O)Cl (4-anisoyl chloride). Procedure: A solution of 11.0 g (0.05 mole) 5-amino-3-trichloromethyl-1,2,4-thiadiazole and 12.8 g (0.08 mole) 4-anisoyl chloride in 200 ml xylene was heated at reflux for 20 hours. Cooling of the reaction mixture resulted in precipitation of the crude product, which was then isolated by filtration. Purification was achieved by washing the crude product with hot hexane. Yield was 12.0 g (82%); m.p. 172° C. Yields the product C(C1=CC=C(C=C1)OC)(=O)NC1=NC(=NS1)C(Cl)(Cl)Cl (5-(4-Anisamido)-3-Trichloromethyl-1,2,4-Thiadiazole). As a reaction SMILES: [NH2:1][C:2]1[S:6][N:5]=[C:4]([C:7]([Cl:10])([Cl:9])[Cl:8])[N:3]=1.[C:11](Cl)(=[O:20])[C:12]1[CH:17]=[CH:16][C:15]([O:18][CH3:19])=[CH:14][CH:13]=1>C1(C)C(C)=CC=CC=1>[C:11]([NH:1][C:2]1[S:6][N:5]=[C:4]([C:7]([Cl:10])([Cl:9])[Cl:8])[N:3]=1)(=[O:20])[C:12]1[CH:17]=[CH:16][C:15]([O:18][CH3:19])=[CH:14][CH:13]=1. Run in C=1(C(=CC=CC1)C)C (xylene). Reactants: O=CC#CC1=CC=C(C#N)C=C1 (4-(3-oxoprop-1-ynyl)benzonitrile), [N-]=[N+]=[N-].[Na+] (NaN3). Solvent: CS(=O)C (DMSO). Reaction conditions: time 1 hour. Yields the product C(=O)C=1C(=NNN1)C1=CC=C(C#N)C=C1 (4-(5-formyl-2H-1,2,3-triazol-4-yl)benzonitrile). The yield is 20.4%. As a reaction SMILES: [O:1]=[CH:2][C:3]#[C:4][C:5]1[CH:12]=[CH:11][C:8]([C:9]#[N:10])=[CH:7][CH:6]=1.[N-:13]=[N+:14]=[N-:15].[Na+]>CS(C)=O>[CH:2]([C:3]1[C:4]([C:5]2[CH:6]=[CH:7][C:8]([C:9]#[N:10])=[CH:11][CH:12]=2)=[N:13][NH:14][N:15]=1)=[O:1] |f:1.2|. Reported procedure: To a solution of 4-(3-oxoprop-1-ynyl)benzonitrile (500 mg, 3.22 mmol, 1.00 equiv) in DMSO (15 mL) was added NaN3 (314 mg, 4.83 mmol, 1.50 equiv) in portions. The resulting solution was stirred at room temperature for 1 h and then quenched by the addition of 1 mL of water. The resulting mixture was concentrated under vacuum and the residue was purified on a C18 flash column eluted with 0-15% of acetonitrile in water to give 130 mg (20%) of 4-(5-formyl-2H-1,2,3-triazol-4-yl)benzonitrile as a light... Reactants: C([O-])([O-])=O.[K+].[K+] (Potassium carbonate), C(C1=CC=CC=C1)OC1=CC=C(C=C1)C#C[Si](C)(C)C ((4-benzyloxy-phenylethynyl)trimethylsilane). The solvent is CO (methanol). Reaction conditions: time 16 hour. Yields the product C(C1=CC=CC=C1)OC1=CC=C(C=C1)C#C (1-Benzyloxy-4-ethynyl-benzene). Reaction SMILES: C(=O)([O-])[O-].[K+].[K+].[CH2:7]([O:14][C:15]1[CH:20]=[CH:19][C:18]([C:21]#[C:22][Si](C)(C)C)=[CH:17][CH:16]=1)[C:8]1[CH:13]=[CH:12][CH:11]=[CH:10][CH:9]=1>CO>[CH2:7]([O:14][C:15]1[CH:16]=[CH:17][C:18]([C:21]#[CH:22])=[CH:19][CH:20]=1)[C:8]1[CH:9]=[CH:10][CH:11]=[CH:12][CH:13]=1 |f:0.1.2|. Reported procedure: Potassium carbonate (11.1 g, 80.5 mmol) was added to a solution of the (4-benzyloxy-phenylethynyl)trimethylsilane 101 (13, from above) in methanol (70 mL). The mixture stirred at room temperature for 16 h and was partitioned between ethyl acetate and water. The aqueous phase was separated and extracted with ethyl acetate. The combined organic phases were washed with saturated aqueous sodium chloride solution, dried over anhydrous sodium sulfate, filtered and concentrated to afford a dark brown s... The reactants are C([O-])([O-])=O.[K+].[K+] (potassium carbonate), ClC=1C2=C(N=CN1)C=CN2 (4-chloro-5H-pyrrolo[3,2-d]pyrimidine), ICC (Iodoethane). The solvent is O (water), CN(C=O)C (N,N-dimethylformamide). Yields the product ClC=1C2=C(N=CN1)C=CN2CC (4-chloro-5-ethyl-5H-pyrrolo[3,2-d]pyrimidine). Yield: 79.1%. Reaction SMILES: [Cl:1][C:2]1[C:3]2[NH:10][CH:9]=[CH:8][C:4]=2[N:5]=[CH:6][N:7]=1.C(=O)([O-])[O-].[K+].[K+].I[CH2:18][CH3:19]>CN(C)C=O.O>[Cl:1][C:2]1[C:3]2[N:10]([CH2:18][CH3:19])[CH:9]=[CH:8][C:4]=2[N:5]=[CH:6][N:7]=1 |f:1.2.3|. Procedure details: To a suspension of 4-chloro-5H-pyrrolo[3,2-d]pyrimidine (200 mg) in N,N-dimethylformamide (1.3 mL) was added potassium carbonate (269 mg) under ice-cooling, and the mixture was stirred while warming to room temperature for 15 min. Iodoethane (305 mg) was added to the reaction mixture, and the mixture was stirred at room temperature for 3 hrs. The reaction mixture was diluted with water (20 mL) and extracted with ethyl acetate (30 mL×3). The organic layer washed with saturated brine (20 mL×3) and... Starting materials: CCOC(=O)C(=O)Nc1cc(C(F)(F)F)cc(C(F)(F)F)c1, [K+], O=[N+]([O-])[O-], O=S(=O)(O)O. Product: CCOC(=O)C(=O)Nc1cc(C(F)(F)F)cc(C(F)(F)F)c1[N+](=O)[O-]. RXN SMILES: [C:1](=[O:2])([C:3](=[O:4])[O:5][CH2:6][CH3:7])[NH:8][c:9]1[cH:10][c:11]([C:19]([F:20])([F:21])[F:22])[cH:12][c:13]([C:15]([F:16])([F:17])[F:18])[cH:14]1.[K+:23].[O-:24][N+:25]([O-:26])=[O:27].[S:28](=[O:29])(=[O:30])([OH:31])[OH:32]>>[C:1](=[O:2])([C:3](=[O:4])[O:5][CH2:6][CH3:7])[NH:8][c:9]1[cH:10][c:11]([C:19]([F:20])([F:21])[F:22])[cH:12][c:13]([C:15]([F:16])([F:17])[F:18])[c:14]1[N+:25](=[O:24])[O-:26]. Reactants: CC(C)N1CCC(NC(=O)c2nc3cc(C(=O)O)ccc3n2Cc2cc(-c3ccc(Cl)s3)on2)CC1, O=C(O)CCl. The product is CC(C)N1CCC(NC(=O)c2nc3cc(C(=O)OCC(=O)O)ccc3n2Cc2cc(-c3ccc(Cl)s3)on2)CC1. Reaction SMILES: [Cl:1][c:2]1[cH:3][cH:4][c:5](-[c:7]2[cH:8][c:9]([CH2:12][n:13]3[c:14]([C:25]([NH:26][CH:27]4[CH2:28][CH2:29][N:30]([CH:33]([CH3:34])[CH3:35])[CH2:31][CH2:32]4)=[O:36])[n:15][c:16]4[c:17]3[cH:18][cH:19][c:20]([C:22](=[O:23])[OH:24])[cH:21]4)[n:10][o:11]2)[s:6]1.[Cl:37][CH2:38][C:39](=[O:40])[OH:41]>>[Cl:1][c:2]1[cH:3][cH:4][c:5](-[c:7]2[cH:8][c:9]([CH2:12][n:13]3[c:14]([C:25]([NH:26][CH:27]4[CH2:28][CH2:29][N:30]([CH:33]([CH3:34])[CH3:35])[CH2:31][CH2:32]4)=[O:36])[n:15][c:16]4[c:17]3[cH:18][cH:19][c:20]([C:22]([O:23][CH2:38][C:39](=[O:40])[OH:41])=[O:24])[cH:21]4)[n:10][o:11]2)[s:6]1. Reactants: N1(C(COCC1)=O)C1=CC=C(C(=O)O)C=C1 (4-(morpholin-3-on-4-yl)-benzoic acid), 2d, 21a, CCN(C(C)C)C(C)C (DIPEA), Cl.ClC1=CC2=C(NC(=N2)[C@H](C)N)C=C1 ((1S)-1-(5-chloro-1H-benzimidazol-2-yl)-ethylamine-hydrochloride). The solvent is CN(C)C=O (DMF). Run at time 16 hour. The product is ClC1=CC2=C(NC(=N2)[C@H](C)NC(C2=CC=C(C=C2)N2C(COCC2)=O)=O)C=C1 (N-[(1S)-1-(5-chloro-1H-benzimidazol-2-yl)-ethyl]-4-(morpholin-3-on-4-yl)benzamide). RXN SMILES: [N:1]1([C:8]2[CH:16]=[CH:15][C:11]([C:12]([OH:14])=O)=[CH:10][CH:9]=2)[CH2:6][CH2:5][O:4][CH2:3][C:2]1=[O:7].CCN(C(C)C)C(C)C.Cl.[Cl:27][C:28]1[CH:39]=[CH:38][C:31]2[NH:32][C:33]([C@@H:35]([NH2:37])[CH3:36])=[N:34][C:30]=2[CH:29]=1>CN(C=O)C>[Cl:27][C:28]1[CH:39]=[CH:38][C:31]2[NH:32][C:33]([C@@H:35]([NH:37][C:12](=[O:14])[C:11]3[CH:10]=[CH:9][C:8]([N:1]4[CH2:6][CH2:5][O:4][CH2:3][C:2]4=[O:7])=[CH:16][CH:15]=3)[CH3:36])=[N:34][C:30]=2[CH:29]=1 |f:2.3|. Procedure: 254 mg (1.15 mmol) 4-(morpholin-3-on-4-yl)-benzoic acid (prepared by synthesis sequence analogously to Example 30a, 2d and 21a) are placed in 5 ml DMF and 428 mg (1.0 mmol) PfTU and 514 μl (3.0 mmol) DIPEA are added. After stirring at ambient temperature for 10 minutes 232 mg (1.0 mmol) (1S)-1-(5-chloro-1H-benzimidazol-2-yl)-ethylamine-hydrochloride are added and the mixture is stirred for 16 hours at ambient temperature. Then the reaction mixture is filtered through basic aluminium oxide and ev... Starting materials: OC=1C=CC(=NC1)C (5-hydroxy-2-methylpyridine), ClCC=1N=C(OC1C)C1=CC=CC=C1 (4-chloromethyl-5-methyl-2-phenyloxazole), C([O-])([O-])=O.[K+].[K+] (potassium carbonate), CN(C=O)C (N,N-dimethylformamide). Run in O (water). Conditions: temperature 80 celsius, time 3 hour. Yields the product CC1=NC=C(C=C1)OCC=1N=C(OC1C)C1=CC=CC=C1 (2-methyl-5-(5-methyl-2-phenyl-4-oxazolylmethoxy)pyridine). The yield is 95.9%. As a reaction SMILES: [OH:1][C:2]1[CH:3]=[CH:4][C:5]([CH3:8])=[N:6][CH:7]=1.Cl[CH2:10][C:11]1[N:12]=[C:13]([C:17]2[CH:22]=[CH:21][CH:20]=[CH:19][CH:18]=2)[O:14][C:15]=1[CH3:16].C(=O)([O-])[O-].[K+].[K+].CN(C)C=O>O>[CH3:8][C:5]1[CH:4]=[CH:3][C:2]([O:1][CH2:10][C:11]2[N:12]=[C:13]([C:17]3[CH:22]=[CH:21][CH:20]=[CH:19][CH:18]=3)[O:14][C:15]=2[CH3:16])=[CH:7][N:6]=1 |f:2.3.4|. Reported procedure: A mixture of 5-hydroxy-2-methylpyridine (8.46 g), 4-chloromethyl-5-methyl-2-phenyloxazole (15.20 g), potassium carbonate (15.98 g) and N,N-dimethylformamide (200 ml) was stirred at 80° C. for 3 hours, poured into water, and extracted with ethyl acetate. The ethyl acetate layer was washed with saturated aqueous sodium chloride solution, dried (MgSO4) and concentrated. The residue was subjected to silica gel column chromatography to obtain 2-methyl-5-(5-methyl-2-phenyl-4-oxazolylmethoxy)pyridine (... Reactants: O=C(N=C=S)c1ccccc1, C1CCOC1, CC(C)(C)OC(=O)NCCCC1(c2ccccc2)NN=C(c2cc(F)ccc2F)S1. The product is CC(C)(C)OC(=O)NCCCC1(c2ccccc2)SC(c2cc(F)ccc2F)=NN1C(=S)NC(=O)c1ccccc1. As a reaction SMILES: [C:31]([c:32]1[cH:33][cH:34][cH:35][cH:36][cH:37]1)(=[O:38])[N:39]=[C:40]=[S:41].[CH2:42]1[O:43][CH2:44][CH2:45][CH2:46]1.[F:1][c:2]1[c:3]([C:9]2=[N:10][NH:11][C:12]([c:14]3[cH:15][cH:16][cH:17][cH:18][cH:19]3)([CH2:20][CH2:21][CH2:22][NH:23][C:24]([O:25][C:26]([CH3:27])([CH3:28])[CH3:29])=[O:30])[S:13]2)[cH:4][c:5]([F:8])[cH:6][cH:7]1>>[F:1][c:2]1[c:3]([C:9]2=[N:10][N:11]([C:40]([NH:39][C:31]([c:32]3[cH:33][cH:34][cH:35][cH:36][cH:37]3)=[O:38])=[S:41])[C:12]([c:14]3[cH:15][cH:16][cH:17][cH:18][cH:19]3)([CH2:20][CH2:21][CH2:22][NH:23][C:24]([O:25][C:26]([CH3:27])([CH3:28])[CH3:29])=[O:30])[S:13]2)[cH:4][c:5]([F:8])[cH:6][cH:7]1.